Dataset: the Open Reaction Database (ORD), a public repository of structured organic reaction records. Task: describe an organic reaction: reactants, conditions, products, and yield Starting materials: ClCCO (2-chloroethanol), C(O)CN (ethanolamine), 2L, [OH-].[K+] (KOH), CC1=CC=C(CN)C=C1 (4-methylbenzylamine), [OH-].[K+] (KOH), CC1=CC=C(CCl)C=C1 (4-methylbenzyl chloride). Solvent: O (water), O (Water), C1(=CC=CC=C1)C (toluene). Run at time 10 hour. Product: CC1=CC=C(CNCCO)C=C1 (N-(4-Methylbenzyl)ethanolamine). Isolated yield 35.0%. As a reaction SMILES: Cl[CH2:2][CH2:3][OH:4].[CH3:5][C:6]1[CH:13]=[CH:12][C:9]([CH2:10][NH2:11])=[CH:8][CH:7]=1.[OH-].[K+].C(CN)O.CC1C=CC(CCl)=CC=1>O.C1(C)C=CC=CC=1>[CH3:5][C:6]1[CH:13]=[CH:12][C:9]([CH2:10][NH:11][CH2:2][CH2:3][OH:4])=[CH:8][CH:7]=1 |f:2.3|. Procedure details: The procedure of Example 7 was repeated using 2-chloroethanol (20.9 g, 0.26 mol, Kodak), 4-methylbenzylamine (32.7 g, 0.27 mol, Aldrich), water (25 mL) and KOH (14.6 g, 0.26 mol). A white solid was crystallized from the concentrated solution. The crystallized product was collected by suction filtration and recrystallized from hexanes. The filtrate was concentrated under reduced pressure and the residue was fractionally distilled using a 7.5 inch vigreux column. The fraction boiling at 140-144° C...